Dataset: the Open Reaction Database (ORD), a public repository of structured organic reaction records. Task: describe an organic reaction: reactants, conditions, products, and yield Starting materials: O=C([O-])[O-], CSCCCl, CN(C)C=O, O=c1[nH]nc(-c2ccc(OCCCC(F)(F)F)cc2)o1, [K+], [K+], O. Product: CSCCn1nc(-c2ccc(OCCCC(F)(F)F)cc2)oc1=O. As a reaction SMILES: [C:26](=[O:27])([O-:28])[O-:29].[CH3:21][S:22][CH2:23][CH2:24][Cl:25].[CH3:32][N:33]([CH3:34])[CH:35]=[O:36].[F:1][C:2]([CH2:3][CH2:4][CH2:5][O:6][c:7]1[cH:8][cH:9][c:10](-[c:13]2[n:14][nH:15][c:16](=[O:18])[o:17]2)[cH:11][cH:12]1)([F:19])[F:20].[K+:30].[K+:31].[OH2:37]>>[F:1][C:2]([CH2:3][CH2:4][CH2:5][O:6][c:7]1[cH:8][cH:9][c:10](-[c:13]2[n:14][n:15]([CH2:24][CH2:23][S:22][CH3:21])[c:16](=[O:18])[o:17]2)[cH:11][cH:12]1)([F:19])[F:20].